Dataset: the Open Reaction Database (ORD), a public repository of structured organic reaction records. Task: describe an organic reaction: reactants, conditions, products, and yield The reactants are CC(=O)[O-], CC(=O)[O-], CCC(CC)(c1ccc(CCC2(O)CCCC2)c(C)c1)c1ccc(B2OC(C)(C)C(C)(C)O2)c(C)c1, COC(=O)Cc1ccc(Br)cc1, Cc1ccccc1, COc1cccc(OC)c1-c1ccccc1P(C1CCCCC1)C1CCCCC1, [Cl-], [K+], [K+], [K+], [NH4+], O, O=P([O-])([O-])[O-], [Pd+2]. Yields the product CCC(CC)(c1ccc(CCC2(O)CCCC2)c(C)c1)c1ccc(-c2ccc(CC(=O)OC)cc2)c(C)c1. Reaction SMILES: [C:100]([O-:101])(=[O:102])[CH3:103].[C:95]([O-:96])(=[O:97])[CH3:98].[CH2:50]([CH3:51])[C:52]([CH2:53][CH3:54])([c:55]1[cH:56][c:57]([CH3:70])[c:58]([B:61]2[O:62][C:63]([CH3:64])([CH3:65])[C:66]([CH3:67])([CH3:68])[O:69]2)[cH:59][cH:60]1)[c:71]1[cH:72][c:73]([CH3:85])[c:74]([CH2:77][CH2:78][C:79]2([OH:84])[CH2:80][CH2:81][CH2:82][CH2:83]2)[cH:75][cH:76]1.[CH3:1][O:2][C:3]([CH2:4][c:5]1[cH:6][cH:7][c:8]([Br:11])[cH:9][cH:10]1)=[O:12].[CH3:88][c:89]1[cH:90][cH:91][cH:92][cH:93][cH:94]1.[CH:13]1([P:14]([CH:15]2[CH2:16][CH2:17][CH2:18][CH2:19][CH2:20]2)[c:21]2[cH:22][cH:23][cH:24][cH:25][c:26]2-[c:27]2[c:28]([O:29][CH3:30])[cH:31][cH:32][cH:33][c:34]2[O:35][CH3:36])[CH2:37][CH2:38][CH2:39][CH2:40][CH2:41]1.[Cl-:86].[K+:47].[K+:48].[K+:49].[NH4+:87].[OH2:104].[P:42]([O-:43])([O-:44])([O-:45])=[O:46].[Pd+2:99]>>[CH3:1][O:2][C:3]([CH2:4][c:5]1[cH:6][cH:7][c:8](-[c:58]2[c:57]([CH3:70])[cH:56][c:55]([C:52]([CH2:50][CH3:51])([CH2:53][CH3:54])[c:71]3[cH:72][c:73]([CH3:85])[c:74]([CH2:77][CH2:78][C:79]4([OH:84])[CH2:80][CH2:81][CH2:82][CH2:83]4)[cH:75][cH:76]3)[cH:60][cH:59]2)[cH:9][cH:10]1)=[O:12]. Reactants: CC(=O)NNC(=O)N(OC(C)=O)C1c2ccccc2Oc2ccccc21, NNC(=O)N(O)C1c2ccccc2Oc2ccccc21. The product is CC(=O)NNC(=O)N(O)C1c2ccccc2Oc2ccccc21. Reaction SMILES: [C:1](=[O:2])([CH3:3])[O:4][N:5]([C:6]([NH:7][NH:8][C:9]([CH3:10])=[O:11])=[O:12])[CH:13]1[c:14]2[cH:15][cH:16][cH:17][cH:18][c:19]2[O:20][c:21]2[cH:22][cH:23][cH:24][cH:25][c:26]21.[OH:27][N:28]([CH:29]1[c:30]2[cH:31][cH:32][cH:33][cH:34][c:35]2[O:36][c:37]2[c:38]1[cH:39][cH:40][cH:41][cH:42]2)[C:43](=[O:44])[NH:45][NH2:46]>>[OH:4][N:5]([C:6]([NH:7][NH:8][C:9]([CH3:10])=[O:11])=[O:12])[CH:13]1[c:14]2[cH:15][cH:16][cH:17][cH:18][c:19]2[O:20][c:21]2[cH:22][cH:23][cH:24][cH:25][c:26]21. Starting materials: O=C(C1CC1)N1CCC(Cc2n[nH]c(=O)n2-c2ccc(Br)cc2F)C1, C1COCCO1, [K+], [K+], O=C([O-])[O-], O, O=C(O)c1ccc(B(O)O)cc1. The product is O=C(O)c1ccc(-c2ccc(-n3c(CC4CCN(C(=O)C5CC5)C4)n[nH]c3=O)c(F)c2)cc1. As a reaction SMILES: [Br:1][c:2]1[cH:3][c:4]([F:25])[c:5](-[n:8]2[c:9](=[O:24])[nH:10][n:11][c:12]2[CH2:13][CH:14]2[CH2:15][N:16]([C:19](=[O:20])[CH:21]3[CH2:22][CH2:23]3)[CH2:17][CH2:18]2)[cH:6][cH:7]1.[CH2:44]1[O:45][CH2:46][CH2:47][O:48][CH2:49]1.[K+:38].[K+:39].[O-:40][C:41]([O-:42])=[O:43].[OH2:50].[OH:26][B:27]([c:28]1[cH:29][cH:30][c:31]([C:32](=[O:33])[OH:34])[cH:35][cH:36]1)[OH:37]>>[c:2]1(-[c:28]2[cH:29][cH:30][c:31]([C:32](=[O:33])[OH:34])[cH:35][cH:36]2)[cH:3][c:4]([F:25])[c:5](-[n:8]2[c:9](=[O:24])[nH:10][n:11][c:12]2[CH2:13][CH:14]2[CH2:15][N:16]([C:19](=[O:20])[CH:21]3[CH2:22][CH2:23]3)[CH2:17][CH2:18]2)[cH:6][cH:7]1. The reactants are C1(CCCCC1)N (cyclohexylamine), FC(C(=O)N(CC(=O)OCC)CP(=O)(OCl)OCl)(F)F (ethyl N-trifluoroacetyl-N-(dichlorophosphonomethyl)glycinate). Run in CCOCC (ether), petroleum ether, CCOCC (ether). Run at time 8 hour. Yields the product FC(C(=O)N(CC(=O)OCC)CP(=O)(ONC1CCCCC1)ONC1CCCCC1)(F)F (ethyl N-trifluoroacetyl-N-(bis(cyclohexylamino)phosphonomethyl)glycinate). Isolated yield 39.0%. RXN SMILES: [CH:1]1([NH2:7])[CH2:6][CH2:5][CH2:4][CH2:3][CH2:2]1.[F:8][C:9]([F:27])([F:26])[C:10]([N:12]([CH2:19][P:20]([O:24]Cl)([O:22]Cl)=[O:21])[CH2:13][C:14]([O:16][CH2:17][CH3:18])=[O:15])=[O:11]>CCOCC>[F:8][C:9]([F:27])([F:26])[C:10]([N:12]([CH2:19][P:20]([O:24][NH:7][CH:1]1[CH2:6][CH2:5][CH2:4][CH2:3][CH2:2]1)([O:22][NH:7][CH:1]1[CH2:6][CH2:5][CH2:4][CH2:3][CH2:2]1)=[O:21])[CH2:13][C:14]([O:16][CH2:17][CH3:18])=[O:15])=[O:11]. Reported procedure: To a solution of cyclohexylamine (14.6 g, 0.147 mole) in 100 ml. of ether was added dropwise with stirring ethyl N-trifluoroacetyl-N-(dichlorophosphonomethyl)glycinate (11.55 g, 0.035 mole) in 200 ml. of ether. The reaction was stirred overnight at room temperature, then filtered and the filtrate concentrated in vacuo to yield a gum-solid. Upon trituration with petroleum ether, ethyl N-trifluoroacetyl-N-(bis(cyclohexylamino)phosphonomethyl)glycinate (6.65 g) was obtained as a white solid, m.p. 1... Reactants: NC(=S)c1ccccc1, CC(C)=O, COC(C)(C)C, O=C(CCl)CCl, ClCc1csc(-c2ccccc2)n1, [I-], [Na+], O. Yields the product ICc1csc(-c2ccccc2)n1. Reaction SMILES: [C:16]([NH2:17])(=[S:18])[c:19]1[cH:20][cH:21][cH:22][cH:23][cH:24]1.[CH3:31][C:32](=[O:33])[CH3:34].[CH3:36][O:37][C:38]([CH3:39])([CH3:40])[CH3:41].[Cl:25][CH2:26][C:27]([CH2:28][Cl:29])=[O:30].[Cl:3][CH2:4][c:5]1[n:6][c:7](-[c:10]2[cH:11][cH:12][cH:13][cH:14][cH:15]2)[s:8][cH:9]1.[I-:2].[Na+:1].[OH2:35]>>[I:2][CH2:4][c:5]1[n:6][c:7](-[c:10]2[cH:11][cH:12][cH:13][cH:14][cH:15]2)[s:8][cH:9]1. Starting materials: Cl.ClC1=C(C=NC=C1)C (4-chloro-3-methylpyridine hydrochloride), ClN1C(CCC1=O)=O (N-chlorosuccinic acid imide), N(=NC(C#N)(C)C)C(C#N)(C)C (2,2′-azobis(2-methylpropionitrile)), ClC1=CC=C(C=C1)S(=O)[O-].[Na+] (sodium 4-chlorophenylsulfinate), C(C)(=O)[O-].[K+] (potassium acetate). Solvent: C(Cl)(Cl)(Cl)Cl (carbon tetrachloride). Run at time 24 hour. The product is ClC1=C(C=NC=C1)CS(=O)(=O)C1=CC=C(C=C1)Cl (4-Chloro-3-(4-chlorophenylsulfonylmethyl)pyridine). Reaction SMILES: Cl.[Cl:2][C:3]1[CH:8]=[CH:7][N:6]=[CH:5][C:4]=1[CH3:9].ClN1C(=O)CCC1=O.N(C(C)(C)C#N)=NC(C)(C)C#N.[Cl:30][C:31]1[CH:36]=[CH:35][C:34]([S:37]([O-:39])=[O:38])=[CH:33][CH:32]=1.[Na+].C([O-])(=O)C.[K+]>C(Cl)(Cl)(Cl)Cl>[Cl:2][C:3]1[CH:8]=[CH:7][N:6]=[CH:5][C:4]=1[CH2:9][S:37]([C:34]1[CH:35]=[CH:36][C:31]([Cl:30])=[CH:32][CH:33]=1)(=[O:39])=[O:38] |f:0.1,4.5,6.7|. Procedure details: A carbon tetrachloride (15 ml) suspension of 4-chloro-3-methylpyridine hydrochloride (402 mg, 2.45 mmol), N-chlorosuccinic acid imide (327 mg, 2.45 mmol) and 2,2′-azobis(2-methylpropionitrile) (30 mg, 0.183 mmol) was heated under reflux for 13 hours under a nitrogen atmosphere. After cooling to room temperature, the reaction mixture was concentrated under reduced pressure. The residue was dissolved in butanol (10 ml), followed by the addition of sodium 4-chlorophenylsulfinate (487 mg, 2.45 mmol)...